This data is from the Open Reaction Database (ORD), a public repository of structured organic reaction records. The task is: describe an organic reaction: reactants, conditions, products, and yield Starting materials: Cn1c(NCCN(CCCc2ccc([N+](=O)[O-])cc2)C(=O)OC(C)(C)C)cc(=O)n(C)c1=O, Cl, C1COCCO1. The product is Cn1c(NCCNCCCc2ccc([N+](=O)[O-])cc2)cc(=O)n(C)c1=O, Cl. As a reaction SMILES: [CH3:1][n:2]1[c:3](=[O:33])[n:4]([CH3:32])[c:5](=[O:31])[cH:6][c:7]1[NH:8][CH2:9][CH2:10][N:11]([C:12]([O:13][C:14]([CH3:15])([CH3:16])[CH3:17])=[O:18])[CH2:19][CH2:20][CH2:21][c:22]1[cH:23][cH:24][c:25]([N+:28](=[O:29])[O-:30])[cH:26][cH:27]1.[ClH:34].[O:35]1[CH2:36][CH2:37][O:38][CH2:39][CH2:40]1>>[CH3:1][n:2]1[c:3](=[O:33])[n:4]([CH3:32])[c:5](=[O:31])[cH:6][c:7]1[NH:8][CH2:9][CH2:10][NH:11][CH2:19][CH2:20][CH2:21][c:22]1[cH:23][cH:24][c:25]([N+:28](=[O:29])[O-:30])[cH:26][cH:27]1.[ClH:34]. Starting materials: CCCC1(Br)Cc2c(c(C)c(C)c3oc(C(=O)O)cc23)C1=O, CCO, CS(C)=O, Cl, O. Yields the product CCCC1=Cc2c(c(C)c(C)c3oc(C(=O)O)cc23)C1=O. RXN SMILES: [CH3:1][c:2]1[c:3]([CH3:22])[c:4]2[c:8]([c:9]3[c:10]1[o:11][c:12]([C:14](=[O:15])[OH:16])[cH:13]3)[CH2:7][C:6]([CH2:17][CH2:18][CH3:19])([Br:20])[C:5]2=[O:21].[CH3:25][CH2:26][OH:27].[CH3:28][S:29]([CH3:30])=[O:31].[ClH:24].[OH2:23]>>[CH3:1][c:2]1[c:3]([CH3:22])[c:4]2[c:8]([c:9]3[c:10]1[o:11][c:12]([C:14](=[O:15])[OH:16])[cH:13]3)[CH:7]=[C:6]([CH2:17][CH2:18][CH3:19])[C:5]2=[O:21].